Dataset: the Open Reaction Database (ORD), a public repository of structured organic reaction records. Task: describe an organic reaction: reactants, conditions, products, and yield Starting materials: O=C([O-])O, CI, [K+], CN(C)C=O, O=C(O)CSc1ccc2c(c1)C(=O)c1sccc1CO2. The product is COC(=O)CSc1ccc2c(c1)C(=O)c1sccc1CO2. Reaction SMILES: [C:3](=[O:4])([O-:5])[OH:6].[CH3:1][I:2].[K+:7].[O:28]=[CH:29][N:30]([CH3:31])[CH3:32].[O:8]=[C:9]1[c:10]2[s:11][cH:12][cH:13][c:14]2[CH2:15][O:16][c:17]2[c:18]1[cH:19][c:20]([S:23][CH2:24][C:25](=[O:26])[OH:27])[cH:21][cH:22]2>>[CH3:3][O:27][C:25]([CH2:24][S:23][c:20]1[cH:19][c:18]2[c:17]([cH:22][cH:21]1)[O:16][CH2:15][c:14]1[c:10]([s:11][cH:12][cH:13]1)[C:9]2=[O:8])=[O:26].